Dataset: the Open Reaction Database (ORD), a public repository of structured organic reaction records. Task: describe an organic reaction: reactants, conditions, products, and yield Reactants: N1=C(C=CC=C1)C1=NN2C(CCCC2O)=C1C1=CC=NC2=CC=CC=C12 (2-pyridin-2-yl-3-quinolin-4-yl-pyrazolo[1,5-a]piperidin-7-ol), C(C)(=O)OC(C)=O (acetic anhydride). The solvent is N1=CC=CC=C1 (pyridine). Yields the product C(C)(=O)OC1CCCC=2N1N=C(C2C2=CC=NC1=CC=CC=C21)C2=NC=CC=C2 (7-Acetoxy-2-pyridin-2-yl-3-quinolin-4-yl-pyrazolo[1,5-a]piperidine). As a reaction SMILES: [N:1]1[CH:6]=[CH:5][CH:4]=[CH:3][C:2]=1[C:7]1[C:16]([C:17]2[C:26]3[C:21](=[CH:22][CH:23]=[CH:24][CH:25]=3)[N:20]=[CH:19][CH:18]=2)=[C:10]2[CH2:11][CH2:12][CH2:13][CH:14]([OH:15])[N:9]2[N:8]=1.[C:27](OC(=O)C)(=[O:29])[CH3:28]>N1C=CC=CC=1>[C:27]([O:15][CH:14]1[N:9]2[N:8]=[C:7]([C:2]3[CH:3]=[CH:4][CH:5]=[CH:6][N:1]=3)[C:16]([C:17]3[C:26]4[C:21](=[CH:22][CH:23]=[CH:24][CH:25]=4)[N:20]=[CH:19][CH:18]=3)=[C:10]2[CH2:11][CH2:12][CH2:13]1)(=[O:29])[CH3:28]. Procedure details: A solution of 2-pyridin-2-yl-3-quinolin-4-yl-pyrazolo[1,5-a]piperidin-7-ol (0.04 g, 0.12 mmol) and acetic anhydride (0.2 mL) in pyridine (2 mL) at room temperature is stirred for 24 h. The mixture is partitioned between ethyl acetate and water. The organic portion is washed with water and brine, dried (sodium sulfate), filtered, and concentrated in vacuo. The residue is chromatographed on SiO2 (5% methanol/dichloromethane) to yield the title compound, 0.41 g (91%), as a white solid. Solvent: C(C)O (ethanol). As a reaction SMILES: [N:1]1[O:2][N:3]=[C:4]2[C:9]([CH:10]=O)=[CH:8][CH:7]=[CH:6][C:5]=12.[CH2:12]([O:14][C:15](=[O:20])[CH2:16][C:17]([CH3:19])=O)[CH3:13].[NH3:21]>C(O)C>[CH2:12]([O:14][C:15]([C:16]1[CH:10]([C:9]2[C:4]3[C:5](=[N:1][O:2][N:3]=3)[CH:6]=[CH:7][CH:8]=2)[C:16]([C:15]([O:14][CH2:12][CH3:13])=[O:20])=[C:17]([CH3:19])[NH:21][C:17]=1[CH3:19])=[O:20])[CH3:13]. Yields the product C(C)OC(=O)C1=C(NC(=C(C1C1=CC=CC2=NON=C21)C(=O)OCC)C)C (4-(2,1,3-Benzoxadiazol-4-yl)-2,6-dimethyl-1,4-dihydro-pyridine-3,5-dicarboxylic acid diethyl ester). The reactants are N=1ON=C2C1C=CC=C2C=O (2,1,3-benzoxadiazole-4-aldehyde), C(C)OC(CC(=O)C)=O (acetoacetic acid ethyl ester), N (ammonia). Procedure details: 3.2 g of 2,1,3-benzoxadiazole-4-aldehyde, 5.7 g of acetoacetic acid ethyl ester, 2.5 ml of concentrated ammonia and 10 ml of ethanol are refluxed for 6 hours. The mixture is subsequently evaporated and the residual oil is chromatographed on silica gel with chloroform/acetic acid ethyl ester (9:1) to yield the title compound. The product is recrystallised from toluene, m.p. 153°-155°. Reactants: ClCC(=O)OC (methyl chloroacetate), C([O-])([O-])=O.[K+].[K+] (potassium carbonate), [I-].[K+] (potassium iodide), ClC1=CC=C(C=C1)C=1N(C(NN1)=O)CC(C(F)(F)F)O (5-(4-Chlorophenyl)-4-(3,3,3-trifluoro-2-hydroxypropyl)-2,4-dihydro-3H-1,2,4-triazol-3-one). Solvent: C(C)#N (acetonitrile). The product is ClC1=CC=C(C=C1)C1=NN(C(N1CC(C(F)(F)F)O)=O)CC(=O)OC (Methyl {3-(4-chlorophenyl)-5-oxo-4-(3,3,3-trifluoro-2-hydroxypropyl)-4,5-dihydro-1H-1,2,4-triazol-1-yl}acetate). As a reaction SMILES: [Cl:1][C:2]1[CH:7]=[CH:6][C:5]([C:8]2[N:9]([CH2:14][CH:15]([OH:20])[C:16]([F:19])([F:18])[F:17])[C:10](=[O:13])[NH:11][N:12]=2)=[CH:4][CH:3]=1.Cl[CH2:22][C:23]([O:25][CH3:26])=[O:24].C(=O)([O-])[O-].[K+].[K+].[I-].[K+]>C(#N)C>[Cl:1][C:2]1[CH:7]=[CH:6][C:5]([C:8]2[N:9]([CH2:14][CH:15]([OH:20])[C:16]([F:18])([F:19])[F:17])[C:10](=[O:13])[N:11]([CH2:22][C:23]([O:25][CH3:26])=[O:24])[N:12]=2)=[CH:4][CH:3]=1 |f:2.3.4,5.6|. Reported procedure: 3.04 g (9.9 mmol) of the compound of Example 4A were dissolved in 100 ml of acetonitrile, and 1.07 g (9.9 mmol) of methyl chloroacetate, 2.73 g (19.8 mmol) of potassium carbonate and a small spatula tip of potassium iodide were added. The reaction mixture was heated at reflux for 1 h, allowed to cool to RT and filtered. The filtrate was freed from the volatile components on a rotary evaporator and the residue was dried under high vacuum. This gave 3.70 g of the title compound in a purity of abou... Reactants: S(=O)(Cl)Cl (thionyl chloride), ClC=1C=C2C(=CC(N(C2=CC1)C)=O)CC(=O)O (6-chloro-1-methyl-2-oxo-1,2-dihydro-4-quinolineacetic acid), CO (methanol). The solvent is ClCCl (dichloromethane). Conditions: time 17 hour. The product is ClC=1C=C2C(=CCN(C2=CC1)C)CC(=O)OC (Methyl 6-chloro-1-methyl-1,2-dihydro-4-quinolineacetate). Isolated yield 85.0%. Reaction SMILES: S(Cl)(Cl)=O.[Cl:5][C:6]1[CH:7]=[C:8]2[C:13](=[CH:14][CH:15]=1)[N:12]([CH3:16])[C:11](=O)[CH:10]=[C:9]2[CH2:18][C:19]([OH:21])=[O:20].[CH3:22]O>ClCCl>[Cl:5][C:6]1[CH:7]=[C:8]2[C:13](=[CH:14][CH:15]=1)[N:12]([CH3:16])[CH2:11][CH:10]=[C:9]2[CH2:18][C:19]([O:21][CH3:22])=[O:20]. Procedure: 11 ml (147 mmol) of thionyl chloride are added dropwise over approximately 30 minutes to a stirred suspension of 12.5 g (49 mmol) of 6-chloro-1-methyl-2-oxo-1,2-dihydro-4-quinolineacetic acid in 150 ml of methanol. The mixture is stirred for 17 hours at room temperature and the solvent is driven off under vacuum. The residue is dissolved in 400 ml of dichloromethane, and then washed with saturated aqueous sodium bicarbonate solution and then with water. After drying over sodium sulphate, the org... Starting materials: C(Cl)Cl (CH2Cl2), CN(C)C=O (DMF), BrC1=NC=C(C=C1)Br (2,5-dibromopyridine). The reagents and catalysts are [C-]#N.[Zn+2].[C-]#N (zinc cyanide), [Zn] (zinc), C1=CC=C(C=C1)P([C-]2C=CC=C2)C3=CC=CC=C3.C1=CC=C(C=C1)P([C-]2C=CC=C2)C3=CC=CC=C3.Cl[Pd]Cl.[Fe+2] (Pd(dppf)Cl2). Solvent: O (H2O). Product: BrC=1C=CC(=NC1)C#N (5-Bromo-pyridine-2-carbonitrile). Reaction SMILES: Br[C:2]1[CH:7]=[CH:6][C:5]([Br:8])=[CH:4][N:3]=1.C(Cl)Cl.[CH3:12][N:13](C=O)C>O.[C-]#N.[Zn+2].[C-]#N.[Zn].C1C=CC(P(C2C=CC=CC=2)[C-]2C=CC=C2)=CC=1.C1C=CC(P(C2C=CC=CC=2)[C-]2C=CC=C2)=CC=1.Cl[Pd]Cl.[Fe+2]>[Br:8][C:5]1[CH:6]=[CH:7][C:2]([C:12]#[N:13])=[N:3][CH:4]=1 |f:4.5.6,8.9.10.11|. Procedure: The mixture of 2,5-dibromopyridine (4.74 g, 20.0 mmol), zinc cyanide (1.40 g, 12.0 mmol), zinc dust (0.059 g, 0.90 mmol), and Pd(dppf)Cl2.CH2Cl2 (0.36 g, 0.44 mmol) in 25 ml of DMF was heated at reflux for 5 h, cooled to RT, diluted with H2O, extracted with EtOAc, the organic portion was washed with brine, the solvents were removed, the crude compound was purified by flash column chromatography (5 to 15% of EtOAc in hexanes), the titled compound was obtained as an off-white solid.